From a dataset of the Open Reaction Database (ORD), a public repository of structured organic reaction records. describe an organic reaction: reactants, conditions, products, and yield The reactants are CCC(NC(=O)OC(C)(C)C)C1CCN(C(=O)OCc2ccccc2)C(C(N)=O)C1, ClCCl, O=C(O)C(F)(F)F. Product: CCC(N)C1CCN(C(=O)OCc2ccccc2)C(C(N)=O)C1. Reaction SMILES: [CH2:1]([c:2]1[cH:3][cH:4][cH:5][cH:6][cH:7]1)[O:8][C:9](=[O:10])[N:11]1[CH:12]([C:28]([NH2:29])=[O:30])[CH2:13][CH:14]([CH:17]([CH2:18][CH3:19])[NH:20][C:21]([O:22][C:23]([CH3:24])([CH3:25])[CH3:26])=[O:27])[CH2:15][CH2:16]1.[CH2:38]([Cl:39])[Cl:40].[OH:31][C:32]([C:33]([F:34])([F:35])[F:36])=[O:37]>>[CH2:1]([c:2]1[cH:3][cH:4][cH:5][cH:6][cH:7]1)[O:8][C:9](=[O:10])[N:11]1[CH:12]([C:28]([NH2:29])=[O:30])[CH2:13][CH:14]([CH:17]([CH2:18][CH3:19])[NH2:20])[CH2:15][CH2:16]1.